From a dataset of the Open Reaction Database (ORD), a public repository of structured organic reaction records. describe an organic reaction: reactants, conditions, products, and yield Reactants: CO, NN, O, CN1Cc2cc(-c3ccc(Cl)nn3)ccc2C(c2ccc3sccc3c2)C1. Product: CN1Cc2cc(-c3cccnn3)ccc2C(c2ccc3sccc3c2)C1. Reaction SMILES: [CH3:31][OH:32].[NH2:29][NH2:30].[OH2:28].[s:1]1[c:2]2[c:3]([cH:4][cH:5]1)[cH:6][c:7]([CH:10]1[CH2:11][N:12]([CH3:27])[CH2:13][c:14]3[cH:15][c:16](-[c:20]4[n:21][n:22][c:23]([Cl:26])[cH:24][cH:25]4)[cH:17][cH:18][c:19]31)[cH:8][cH:9]2>>[s:1]1[c:2]2[c:3]([cH:4][cH:5]1)[cH:6][c:7]([CH:10]1[CH2:11][N:12]([CH3:27])[CH2:13][c:14]3[cH:15][c:16](-[c:20]4[n:21][n:22][cH:23][cH:24][cH:25]4)[cH:17][cH:18][c:19]31)[cH:8][cH:9]2. Reactants: COC(=O)c1ccc(CC(C)=NO)cc1, CO, Cl, [Na+], [Na+], O, O=S([O-])S(=O)(=O)[O-]. The product is COC(=O)c1ccc(CC(C)=O)cc1. RXN SMILES: [C:10](=[O:11])([O:12][CH3:13])[c:14]1[cH:15][cH:16][c:17]([CH2:20][C:21]([CH3:22])=[N:23][OH:24])[cH:18][cH:19]1.[CH3:27][OH:28].[ClH:25].[Na+:8].[Na+:9].[OH2:26].[S:1](=[O:2])([S:3]([O-:4])=[O:5])([O-:6])=[O:7]>>[O:2]=[C:21]([CH2:20][c:17]1[cH:16][cH:15][c:14]([C:10](=[O:11])[O:12][CH3:13])[cH:19][cH:18]1)[CH3:22]. Starting materials: NC=1C=C2C(=NN(C2=CC1)COCC[Si](C)(C)C)C#CC1=CC=CC=C1 (5-amino-3-phenylethynyl-1-(2-trimethylsilanylethoxymethyl)-1H-indazole), O (water). The reagents and catalysts are [Pd] (palladium-on-charcoal). Run in C(C)O (ethanol). The product is NC=1C=C2C(=NN(C2=CC1)COCC[Si](C)(C)C)CCC1=CC=CC=C1 (5-amino-3-phenethyl-1-(2-trimethylsilanylethoxymethyl)-1H-indazole). The yield is 91.2%. RXN SMILES: [NH2:1][C:2]1[CH:3]=[C:4]2[C:8](=[CH:9][CH:10]=1)[N:7]([CH2:11][O:12][CH2:13][CH2:14][Si:15]([CH3:18])([CH3:17])[CH3:16])[N:6]=[C:5]2[C:19]#[C:20][C:21]1[CH:26]=[CH:25][CH:24]=[CH:23][CH:22]=1.O>C(O)C.[Pd]>[NH2:1][C:2]1[CH:3]=[C:4]2[C:8](=[CH:9][CH:10]=1)[N:7]([CH2:11][O:12][CH2:13][CH2:14][Si:15]([CH3:18])([CH3:16])[CH3:17])[N:6]=[C:5]2[CH2:19][CH2:20][C:21]1[CH:22]=[CH:23][CH:24]=[CH:25][CH:26]=1. Reported procedure: 5-Amino-3-phenethyl-1-(2-trimethylsilanylethoxymethyl)-1H-indazole can be obtained in the following way: a solution of 0.9 g of 5-amino-3-phenylethynyl-1-(2-trimethylsilanylethoxymethyl)-1H-indazole in a mixture of 50 ml of absolute ethanol and of 2 ml of water containing 100 mg of 10% palladium-on-charcoal is hydrogenated under a pressure of 1000 kPa at a temperature in the region of 25° C. for 21.5 hours. After filtration of the catalyst through Celite® under argon and washing with ethanol, th... The reactants are ClC=1N=C(C2=C(N1)C=C(S2)C=O)N2CCOCC2 (2-Chloro-4-morpholin-4-yl-thieno[3,2-d]pyrimidine-6-carbaldehyde), CN(C1CNCC1)C (3-(dimethylamino) pyrrolidine). The product is ClC=1N=C(C2=C(N1)C=C(S2)CN2CC(CC2)N(C)C)N2CCOCC2 ([1-(2-chloro-4-morpholin-4-yl-thieno[3,2-d]pyrimidin-6-ylmethyl)-pyrrolidin-3-yl]dimethyl-amine). Yield: 61.0%. RXN SMILES: [Cl:1][C:2]1[N:3]=[C:4]([N:13]2[CH2:18][CH2:17][O:16][CH2:15][CH2:14]2)[C:5]2[S:10][C:9]([CH:11]=O)=[CH:8][C:6]=2[N:7]=1.[CH3:19][N:20]([CH3:26])[CH:21]1[CH2:25][CH2:24][NH:23][CH2:22]1>>[Cl:1][C:2]1[N:3]=[C:4]([N:13]2[CH2:18][CH2:17][O:16][CH2:15][CH2:14]2)[C:5]2[S:10][C:9]([CH2:11][N:23]3[CH2:24][CH2:25][CH:21]([N:20]([CH3:26])[CH3:19])[CH2:22]3)=[CH:8][C:6]=2[N:7]=1. Procedure: 2-Chloro-4-morpholin-4-yl-thieno[3,2-d]pyrimidine-6-carboxaldehyde 10 was reacted with 3-(dimethylamino) pyrrolidine using standard reductive amination conditions. The resulting crude oil was triturated with diethyl ether and methanol to give [1-(2-chloro-4-morpholin-4-yl-thieno[3,2-d]pyrimidin-6-ylmethyl)-pyrrolidin-3-yl]dimethyl-amine as a solid (61% yield), which was reacted with 5-(4,4,5,5-tetramethyl-[1,3,2]dioxaborolan-2-yl)-pyrimidin-2-ylamine according to General Procedure A. The resulti... The solvent is C(C)O (ethanol), Cl (hydrochloride), C(C)O (ethanol). Reactants: BrC(CCC=1C=CC(=NC1)C(=O)O)CBr (5-(3,4-dibromobutyl)picolinic acid), N (ammonia). Run at time 3 day. Product: BrC(CCC=1C=CC(=NC1)C(=O)N)CBr (5-(3,4-Dibromobutyl)picolinamide). As a reaction SMILES: [Br:1][CH:2]([CH2:14][Br:15])[CH2:3][CH2:4][C:5]1[CH:6]=[CH:7][C:8]([C:11](O)=[O:12])=[N:9][CH:10]=1.[NH3:16]>C(O)C.Cl>[Br:1][CH:2]([CH2:14][Br:15])[CH2:3][CH2:4][C:5]1[CH:6]=[CH:7][C:8]([C:11]([NH2:16])=[O:12])=[N:9][CH:10]=1. Procedure details: 10 g of 5-(3,4-dibromobutyl)picolinic acid was dissolved in 200 ml of ethanol saturated with dry hydrochloride gas and resulting solution was refluxed for six hours. Reaction mixture was evaporated in reduced pressure and resulting pale yellow oil was dissolved in 300 ml of ethanol saturated with dry ammonia gas. The solution was kept to stand at room temperature for three days, and then evaporated in reduced pressure. Resulting solid was crystallized from benzene to give 6.5 g of the pure produ... Starting materials: O=CO, Cl, C1=Cc2ccccc2C(=CC2CNCCO2)c2ccccc21. The product is CN1CCOC(C=C2c3ccccc3C=Cc3ccccc32)C1. As a reaction SMILES: [CH:24]([OH:25])=[O:26].[ClH:23].[O:1]1[CH:2]([CH:7]=[C:8]2[c:9]3[c:10]([cH:19][cH:20][cH:21][cH:22]3)[CH:11]=[CH:12][c:13]3[c:14]2[cH:15][cH:16][cH:17][cH:18]3)[CH2:3][NH:4][CH2:5][CH2:6]1>>[O:1]1[CH:2]([CH:7]=[C:8]2[c:9]3[c:10]([cH:19][cH:20][cH:21][cH:22]3)[CH:11]=[CH:12][c:13]3[c:14]2[cH:15][cH:16][cH:17][cH:18]3)[CH2:3][N:4]([CH3:24])[CH2:5][CH2:6]1. Reactants: ClC1=CC=C(S1)C(=O)N[C@@H]1[C@H](CN(C1)CC(NC1=C(C=C(C=C1)N1C(C=CC=C1)=O)F)=O)OCC(=O)O (((3S,4S)-4-[(5-chloro-thiophene-2-carbonyl)-amino]-1-{[2-fluoro-4-(2-oxo-pyridin-1-yl)-phenylcarbamoyl]-methyl}-pyrrolidin-3-yloxy)-acetic acid), C1(CC1)N (cyclopropylamine). Product: C1(CC1)NC(=O)CO[C@@H]1[C@H](CN(C1)CC(NC1=C(C=C(C=C1)N1C(C=CC=C1)=O)F)=O)NC(=O)C=1SC(=CC1)Cl (5-chloro-thiophene-2-carboxylic acid ((3S,4S)-4-cyclopropylcarbamoylmethoxy-1-{[2-fluoro-4-(2-oxo-pyridin-1-yl)-phenylcarbamoyl]-methyl}-pyrrolidin-3-yl)-amide). RXN SMILES: [Cl:1][C:2]1[S:6][C:5]([C:7]([NH:9][C@H:10]2[CH2:14][N:13]([CH2:15][C:16](=[O:32])[NH:17][C:18]3[CH:23]=[CH:22][C:21]([N:24]4[CH:29]=[CH:28][CH:27]=[CH:26][C:25]4=[O:30])=[CH:20][C:19]=3[F:31])[CH2:12][C@@H:11]2[O:33][CH2:34][C:35]([OH:37])=O)=[O:8])=[CH:4][CH:3]=1.[CH:38]1([NH2:41])[CH2:40][CH2:39]1>>[CH:38]1([NH:41][C:35]([CH2:34][O:33][C@H:11]2[CH2:12][N:13]([CH2:15][C:16](=[O:32])[NH:17][C:18]3[CH:23]=[CH:22][C:21]([N:24]4[CH:29]=[CH:28][CH:27]=[CH:26][C:25]4=[O:30])=[CH:20][C:19]=3[F:31])[CH2:14][C@@H:10]2[NH:9][C:7]([C:5]2[S:6][C:2]([Cl:1])=[CH:3][CH:4]=2)=[O:8])=[O:37])[CH2:40][CH2:39]1. Procedure: According to general procedure D ((3S,4S)-4-[(5-chloro-thiophene-2-carbonyl)-amino]-1-{[2-fluoro-4-(2-oxo-pyridin-1-yl)-phenylcarbamoyl]-methyl}-pyrrolidin-3-yloxy)-acetic acid (example 97) was reacted with cyclopropylamine to give 5-chloro-thiophene-2-carboxylic acid ((3S,4S)-4-cyclopropylcarbamoylmethoxy-1-{[2-fluoro-4-(2-oxo-pyridin-1-yl)-phenylcarbamoyl]-methyl}-pyrrolidin-3-yl)-amide. White solid. MS588.5 ([M+H]+) Reported procedure: To a mixture of 675 m9 (2.2 mmol) of (2R)-2-(2,4-di-t-butylphenyloxy)propanoic acid (18) and 4 drops of N,N-dimethylformamide in methylene chloride (20 mL) at 0° C. under a nitrogen atmophere was added 1.21 mL (2.4 mmol) of a 2M solution of oxalyl chloride in methylene chloride dropwise over a 10 min period. The reaction mixture was allowed to stir at room temperature overnight. The solvent and any excess oxalyl chloride was removed by rotary evaporation and dried (under vacuum) to afford 715 mg... Run at time 8 hour. Reagents/catalysts: CN(C=O)C (N,N-dimethylformamide). Reactants: 675, m9, C(C)(C)(C)C1=C(C=CC(=C1)C(C)(C)C)O[C@@H](C(=O)O)C ((2R)-2-(2,4-Di-t-butylphenyloxy)propanoic Acid), solution, C(C(=O)Cl)(=O)Cl (oxalyl chloride). RXN SMILES: [C:1]([C:5]1[CH:10]=[C:9]([C:11]([CH3:14])([CH3:13])[CH3:12])[CH:8]=[CH:7][C:6]=1[O:15][C@H:16]([CH3:20])[C:17](O)=[O:18])([CH3:4])([CH3:3])[CH3:2].C(Cl)(=O)C([Cl:24])=O>CN(C)C=O.C(Cl)Cl>[C:1]([C:5]1[CH:10]=[C:9]([C:11]([CH3:14])([CH3:13])[CH3:12])[CH:8]=[CH:7][C:6]=1[O:15][C@H:16]([CH3:20])[C:17]([Cl:24])=[O:18])([CH3:4])([CH3:3])[CH3:2]. Yields the product C(C)(C)(C)C1=C(C=CC(=C1)C(C)(C)C)O[C@@H](C(=O)Cl)C ((2R)-2-(2,4-Di-t-butylphenyloxy)propanoyl chloride). Solvent: C(Cl)Cl (methylene chloride), C(Cl)Cl (methylene chloride). Isolated yield 99.0%. Starting materials: Cl.COC1=C(C=CC=2[C@@H]3CNC[C@H]3CCC21)OC (trans-2,3,3a,4,5,9b-Hexahydro-6,7-dimethoxy-1H-benz[e]isoindole hydrochloride), C=O (formalin), NaOAc.3H2O. The reagents and catalysts are [Pd] (Pd/C). The solvent is CO (MeOH). The product is Cl.COC1=C(C=CC=2[C@@H]3CN(C[C@H]3CCC21)C)OC (trans-2,3,3a,4,5,9b-Hexahydro-6,7-dimethoxy-2-methyl-1H-benz[e]isoindole hydrochloride). Isolated yield 75.0%. Reaction SMILES: [ClH:1].[CH3:2][O:3][C:4]1[C:16]2[CH2:15][CH2:14][C@H:13]3[C@@H:9]([CH2:10][NH:11][CH2:12]3)[C:8]=2[CH:7]=[CH:6][C:5]=1[O:17][CH3:18].[CH2:19]=O>[Pd].CO>[ClH:1].[CH3:2][O:3][C:4]1[C:16]2[CH2:15][CH2:14][C@H:13]3[C@@H:9]([CH2:10][N:11]([CH3:19])[CH2:12]3)[C:8]=2[CH:7]=[CH:6][C:5]=1[O:17][CH3:18] |f:0.1,5.6|. Reported procedure: A solution of the product of example 46, formalin (5 mL), NaOAc.3H2O (0.45 g), and MeOH (95 mL) in the presence of Pd/C catalyst (0.45 g, 5%, wet) was hydrogenated under 3 atmospheres H2 pressure. The resulting solution was filtered and evaporated to dryness. Water/1N KOH were added and the solution was extracted with ether. The combined extracts were washed with water, saturated aqueous NaCl, dried (MgSO4), filtered, evaporated, and converted to the HCl salt. The crude product was triturated wi...